Dataset: the Open Reaction Database (ORD), a public repository of structured organic reaction records. Task: describe an organic reaction: reactants, conditions, products, and yield Reactants: divinylsiloxane, C=CC1=CC=CC=C1 (styrene), C=CC1=CC=CC=C1 (styrene), C[SiH](Cl)Cl (methyldichlorosilane), NC(=O)N (urea), C=CC1=CC=CC=C1 (Styrene), C[SiH](Cl)Cl (methyldichlorosilane), C(C)O (ethanol), NC(=O)N (urea), Teflon. The reagents and catalysts are [Pt] (platinum). Solvent: C1(=CC=CC=C1)C (toluene). The product is C(CC1=CC=CC=C1)C[SiH](Cl)Cl (phenethylmethyldichlorosilane). Yield: 61.0%. As a reaction SMILES: [CH2:1]=[CH:2][C:3]1[CH:8]=[CH:7][CH:6]=[CH:5][CH:4]=1.[CH3:9][SiH:10]([Cl:12])[Cl:11].NC(N)=O.C(O)C>[Pt].C1(C)C=CC=CC=1>[CH2:1]([CH2:9][SiH:10]([Cl:12])[Cl:11])[CH2:2][C:3]1[CH:8]=[CH:7][CH:6]=[CH:5][CH:4]=1. Procedure details: Reaction between styrene and methyldichlorosilane with platinum catalyst in the presence of urea. 0.384 g Styrene and 0.435 g methyldichlorosilane were introduced into a glass tube, and an ethanol solution containing 0.255 mg urea (5.1 wt %) was added with a microsyringe. 1 mg Of a toluene solution of 0-valent platinum complex of divinylsiloxane (0.04 wt % platinum content) was added. The reaction tube was sealed with Teflon tape and a septum and placed in a 100° C. oil bath where it was heated ... Starting materials: COC(C(CC1=CC=CC=C1)N(CC1=CC=C(C=C1)[Sn](CCCC)(CCCC)CCCC)S(=O)(=O)C1=C(C(=C(C=C1C)OC)C)C)=O (2-[(4-Methoxy-2,3,6-trimethyl-benzenesulfonyl)-(4-tributylstannanyl-benzyl)-amino]-3-phenyl-propionic acid methyl ester), CuBr, COC(=O)C=1SC(=CC1)Br (5-Bromo-thiophene-2-carboxylic acid methyl ester). Solvent: C1(=CC=CC=C1)C (toluene). Product: COC(=O)C=1SC(=CC1)C1=CC=C(C=C1)CN(S(=O)(=O)C1=C(C(=C(C=C1C)OC)C)C)C(CC1=CC=CC=C1)C(=O)OC (5-(4-{[(1-Methoxycarbonyl-2-phenyl-ethyl)-(4-methoxy-2,3,6-trimethyl-benzenesulfonyl)-amino]-methyl}-phenyl)-thiophene-2-carboxylic acid methyl ester). Yield: 41.0%. RXN SMILES: [CH3:1][O:2][C:3](=[O:47])[CH:4]([N:12]([S:33]([C:36]1[C:41]([CH3:42])=[CH:40][C:39]([O:43][CH3:44])=[C:38]([CH3:45])[C:37]=1[CH3:46])(=[O:35])=[O:34])[CH2:13][C:14]1[CH:19]=[CH:18][C:17]([Sn](CCCC)(CCCC)CCCC)=[CH:16][CH:15]=1)[CH2:5][C:6]1[CH:11]=[CH:10][CH:9]=[CH:8][CH:7]=1.[CH3:48][O:49][C:50]([C:52]1[S:53][C:54](Br)=[CH:55][CH:56]=1)=[O:51]>C1(C)C=CC=CC=1>[CH3:48][O:49][C:50]([C:52]1[S:53][C:54]([C:17]2[CH:18]=[CH:19][C:14]([CH2:13][N:12]([CH:4]([C:3]([O:2][CH3:1])=[O:47])[CH2:5][C:6]3[CH:11]=[CH:10][CH:9]=[CH:8][CH:7]=3)[S:33]([C:36]3[C:41]([CH3:42])=[CH:40][C:39]([O:43][CH3:44])=[C:38]([CH3:45])[C:37]=3[CH3:46])(=[O:35])=[O:34])=[CH:15][CH:16]=2)=[CH:55][CH:56]=1)=[O:51]. Reported procedure: To a stirred solution of 2-[(4-Methoxy-2,3,6-trimethyl-benzenesulfonyl)-(4-tributylstannanyl-benzyl)-amino]-3-phenyl-propionic acid methyl ester (100 mg. 0.13 mmol.) in toluene (3 ml.) were added P(Ph3)4Pd (6 mg. 0.039eq.), CuBr (2 mg.) and 5-Bromo-thiophene-2-carboxylic acid methyl ester (26.5 mg, 0.12 mmol.) under nitrogen. The reaction mixture was stirred and heated to reflux during 5 hrs. The progress of the reaction was monitored by TLC. Filtration and removal of the solvent under reduced p... Starting materials: CC[N+](CC)(CC)S(=O)(=O)N=C([O-])OC (Burgess reagent), ice, solution, C(=O)(Cl)Cl (phosgene), C1(=CC=CC=C1)C (toluene), N1CCOCC1 (morpholine), CCOP(N(C(C)C)C(C)C)O (EDIPA), ClC1=C(C(=CC=C1)Cl)C=1NC2=C(N1)C=CC(=C2)C(=O)NN (2-(2,6-dichloro-phenyl)-3H-benzoimidazole-5-carboxylic acid hydrazide). Solvent: CCOC(=O)C (EtOAc), ice, C(Cl)Cl (DCM), CN(C)C=O (DMF). Reaction conditions: temperature 150 celsius, time 4 day. The product is ClC1=C(C(=CC=C1)Cl)C1=NC2=C(N1)C=C(C=C2)C=2OC(=NN2)N2CCOCC2 (2-(2,6-Dichloro-phenyl)-6-(5-morpholin-4-yl-[1,3,4]oxadiazol-2-yl)-1H-benzoimidazole). RXN SMILES: [C:1](Cl)(Cl)=O.C1(C)C=CC=CC=1.[NH:12]1[CH2:17][CH2:16][O:15][CH2:14][CH2:13]1.CCOP(O)N(C(C)C)C(C)C.[Cl:30][C:31]1[CH:36]=[CH:35][CH:34]=[C:33]([Cl:37])[C:32]=1[C:38]1[NH:39][C:40]2[CH:46]=[C:45]([C:47]([NH:49][NH2:50])=[O:48])[CH:44]=[CH:43][C:41]=2[N:42]=1.CC[N+](S(N=C(OC)[O-])(=O)=O)(CC)CC>C(Cl)Cl.CCOC(C)=O.CN(C=O)C>[Cl:30][C:31]1[CH:36]=[CH:35][CH:34]=[C:33]([Cl:37])[C:32]=1[C:38]1[NH:39][C:40]2[CH:46]=[C:45]([C:47]3[O:48][C:1]([N:12]4[CH2:17][CH2:16][O:15][CH2:14][CH2:13]4)=[N:50][N:49]=3)[CH:44]=[CH:43][C:41]=2[N:42]=1. Reported procedure: A 20% solution of phosgene in toluene (163 uL, 0.310 mmol) was added dropwise to a solution of morpholine (27 uL, 0.310 mmol) in DCM (3 mL) and EDIPA (108 uL, 0.620 mmol) at 0° C. The reaction was stirred for 25 min before the addition of 2-(2,6-dichloro-phenyl)-3H-benzoimidazole-5-carboxylic acid hydrazide (50 mg, 0.155 mmol) and DMF (1 mL). The ice in the ice bath was allowed to melt, slowly warming the reaction to room temp. The reaction was stirred for 4 days. The reaction was transferred to... RXN SMILES: [NH2:26][NH2:27].[OH2:25].[OH2:28].[c:1]1(-[c:7]2[c:8]([CH2:13][N:14]3[C:15](=[O:16])[c:17]4[cH:18][cH:19][cH:20][cH:21][c:22]4[C:23]3=[O:24])[cH:9][cH:10][cH:11][cH:12]2)[cH:2][cH:3][cH:4][cH:5][cH:6]1>>[c:1]1(-[c:7]2[c:8]([CH2:13][NH2:14])[cH:9][cH:10][cH:11][cH:12]2)[cH:2][cH:3][cH:4][cH:5][cH:6]1. Yields the product NCc1ccccc1-c1ccccc1. Reactants: NN, O, O, O=C1c2ccccc2C(=O)N1Cc1ccccc1-c1ccccc1. Reactants: ClC1=NC(=NC=C1C(F)(F)F)NC1=C(C=C(CP(OCC)(OCC)=O)C=C1)OC (diethyl (4-{[4-chloro-5-(trifluoromethyl)pyrimidin-2-yl]amino}-3-methoxybenzyl)phosphonate), NC=1C(=NC(=CC1)[C@@H]1CC[C@H](CC1)O)C(=O)NC (3-amino-6-(trans-4-hydroxycyclohexyl)-N-methylpyridine-2-carboxamide). Run in O (water). Product: O[C@@H]1CC[C@H](CC1)C1=CC=C(C(=N1)C(NC)=O)NC1=NC(=NC=C1C(F)(F)F)NC1=C(C=C(CP(OCC)(OCC)=O)C=C1)OC (Diethyl (4-{[4-{[6-(trans-4-hydroxycyclohexyl)-2-(methylcarbamoyl)pyridin-3-yl]amino}-5-(trifluoromethyl)pyrimidin-2-yl]amino}-3-methoxybenzyl)phosphonate). As a reaction SMILES: Cl[C:2]1[C:7]([C:8]([F:11])([F:10])[F:9])=[CH:6][N:5]=[C:4]([NH:12][C:13]2[CH:27]=[CH:26][C:16]([CH2:17][P:18](=[O:25])([O:22][CH2:23][CH3:24])[O:19][CH2:20][CH3:21])=[CH:15][C:14]=2[O:28][CH3:29])[N:3]=1.[NH2:30][C:31]1[C:32]([C:44]([NH:46][CH3:47])=[O:45])=[N:33][C:34]([C@H:37]2[CH2:42][CH2:41][C@H:40]([OH:43])[CH2:39][CH2:38]2)=[CH:35][CH:36]=1>O>[OH:43][C@H:40]1[CH2:41][CH2:42][C@H:37]([C:34]2[N:33]=[C:32]([C:44](=[O:45])[NH:46][CH3:47])[C:31]([NH:30][C:2]3[C:7]([C:8]([F:10])([F:9])[F:11])=[CH:6][N:5]=[C:4]([NH:12][C:13]4[CH:27]=[CH:26][C:16]([CH2:17][P:18](=[O:25])([O:19][CH2:20][CH3:21])[O:22][CH2:23][CH3:24])=[CH:15][C:14]=4[O:28][CH3:29])[N:3]=3)=[CH:36][CH:35]=2)[CH2:38][CH2:39]1. Reported procedure: The title compound was prepared according to the procedure for Example 231 using diethyl (4-{[4-chloro-5-(trifluoromethyl)pyrimidin-2-yl]amino}-3-methoxybenzyl)phosphonate (44.9 mg, 0.0989 mmol) and 3-amino-6-(trans-4-hydroxycyclohexyl)-N-methylpyridine-2-carboxamide (Example 232A, 37 mg, 0.15 mmol). The reaction mixture was poured into water and extracted twice with EtOAc. The combined organic layers were dried over Na2SO4, filtered, concentrated and purified on an ISCO CombiFlash system (eluti... Starting materials: C(=O)C1=CC=C(OC2=NC=C(C(=O)N)C=C2)C=C1 (6-(4-Formyl-phenoxy)-nicotinamide), [BH4-].[Na+] (sodium borohydride), C(=O)C1=CC=C(OC2=NC=C(C(=O)N)C=C2)C=C1 (6-(4-Formyl-phenoxy)-nicotinamide), C(C1=CC=CC=C1)N1C[C@H](CC1)N ((3S)-1-benzylpyrrolidin-3-yl amine). Solvent: CO (methanol). The product is C(C1=CC=CC=C1)N1C[C@H](CC1)NCC1=CC=C(OC2=NC=C(C(=O)N)C=C2)C=C1 ((3S)-6-(4-[(1-Benzyl-pyrrolidin-3-ylamino)-methyl]-phenoxy}-nicotinamide). Isolated yield 43.6%. Reaction SMILES: [CH:1]([C:3]1[CH:18]=[CH:17][C:6]([O:7][C:8]2[CH:16]=[CH:15][C:11]([C:12]([NH2:14])=[O:13])=[CH:10][N:9]=2)=[CH:5][CH:4]=1)=O.[CH2:19]([N:26]1[CH2:30][CH2:29][C@H:28]([NH2:31])[CH2:27]1)[C:20]1[CH:25]=[CH:24][CH:23]=[CH:22][CH:21]=1.[BH4-].[Na+]>CO>[CH2:19]([N:26]1[CH2:30][CH2:29][C@H:28]([NH:31][CH2:1][C:3]2[CH:18]=[CH:17][C:6]([O:7][C:8]3[CH:16]=[CH:15][C:11]([C:12]([NH2:14])=[O:13])=[CH:10][N:9]=3)=[CH:5][CH:4]=2)[CH2:27]1)[C:20]1[CH:21]=[CH:22][CH:23]=[CH:24][CH:25]=1 |f:2.3|. Procedure details: Using a method similar to Example 334, and using 6-(4-formyl-phenoxy)-nicotinamide (compound of example 332, step 1) (0.300 g, 1.24 mmol), (3S)-1-benzylpyrrolidin-3-yl amine (0.21 mL, 1.22 mmol), and sodium borohydride (0.108 g, 2.85 mmol) in methanol (12 mL) provides 0.214 g (43%) of the title compound as a white foam (chromatography solvent: ethyl acetate→19:1 ethyl acetate:methanol): high resolution mass spectrum (electrospray): m/z calc for C24H27N4O2 403.2134, found 403.2144; 1H NMR (methan... Reactants: O=C([O-])O, ClCCl, CNC(=O)C1CN(S(=O)(=O)c2cc3ccc(C#C[Si](C)(C)C)cc3s2)CCN1C(=O)c1nc2c(s1)CNC(C)C2, CO, CCCCCC, [Cl-], [NH4+], [Na+], [Na+], C1CCOC1, [OH-]. The product is C#Cc1ccc2cc(S(=O)(=O)N3CCN(C(=O)c4nc5c(s4)CNC(C)C5)C(C(=O)NC)C3)sc2c1. Reaction SMILES: [C:45](=[O:46])([OH:47])[O-:48].[CH2:57]([Cl:58])[Cl:59].[CH3:1][NH:2][C:3](=[O:4])[CH:5]1[N:6]([C:29](=[O:30])[c:31]2[s:32][c:33]3[c:38]([n:39]2)[CH2:37][CH:36]([CH3:40])[NH:35][CH2:34]3)[CH2:7][CH2:8][N:9]([S:11](=[O:12])(=[O:13])[c:14]2[cH:15][c:16]3[c:17]([s:18]2)[cH:19][c:20]([C:23]#[C:24][Si:25]([CH3:26])([CH3:27])[CH3:28])[cH:21][cH:22]3)[CH2:10]1.[CH3:55][OH:56].[CH3:60][CH2:61][CH2:62][CH2:63][CH2:64][CH3:65].[Cl-:43].[NH4+:44].[Na+:42].[Na+:49].[O:50]1[CH2:51][CH2:52][CH2:53][CH2:54]1.[OH-:41]>>[CH3:1][NH:2][C:3](=[O:4])[CH:5]1[N:6]([C:29](=[O:30])[c:31]2[s:32][c:33]3[c:38]([n:39]2)[CH2:37][CH:36]([CH3:40])[NH:35][CH2:34]3)[CH2:7][CH2:8][N:9]([S:11](=[O:12])(=[O:13])[c:14]2[cH:15][c:16]3[c:17]([s:18]2)[cH:19][c:20]([C:23]#[CH:24])[cH:21][cH:22]3)[CH2:10]1. The reactants are CC1=C(C=CC(=N1)C=1C=NC=CC1)CN1N=C(C(C2=C1N=CC=C2)=O)C(=O)OCC (Ethyl 1-[(6-methyl-2,3′-bipyridin-5-yl)methyl]-4-oxo-1,4-dihydropyrido[2,3-c]pyridazine-3-carboxylate), COC=1C=CC(=CC1)P2(=S)SP(=S)(S2)C=3C=CC(=CC3)OC (Lawesson's Reagent). Solvent: C1(=CC=CC=C1)C (toluene), O1CCOCC1 (dioxane). Reaction conditions: time 30 minute. Product: CC1=C(C=CC(=N1)C=1C=NC=CC1)CN1N=C(C(C2=C1N=CC=C2)=S)C(=O)OCC (ethyl 1-[(6-methyl-2,3′-bipyridin-5-yl)methyl]-4-thioxo-1,4-dihydropyrido[2,3-c]pyridazine-3-carboxylate). Reaction SMILES: [CH3:1][C:2]1[N:7]=[C:6]([C:8]2[CH:9]=[N:10][CH:11]=[CH:12][CH:13]=2)[CH:5]=[CH:4][C:3]=1[CH2:14][N:15]1[C:20]2[N:21]=[CH:22][CH:23]=[CH:24][C:19]=2[C:18](=O)[C:17]([C:26]([O:28][CH2:29][CH3:30])=[O:27])=[N:16]1.COC1C=CC(P2(SP(C3C=CC(OC)=CC=3)(=S)S2)=[S:40])=CC=1>O1CCOCC1.C1(C)C=CC=CC=1>[CH3:1][C:2]1[N:7]=[C:6]([C:8]2[CH:9]=[N:10][CH:11]=[CH:12][CH:13]=2)[CH:5]=[CH:4][C:3]=1[CH2:14][N:15]1[C:20]2[N:21]=[CH:22][CH:23]=[CH:24][C:19]=2[C:18](=[S:40])[C:17]([C:26]([O:28][CH2:29][CH3:30])=[O:27])=[N:16]1. Procedure: Ethyl 1-[(6-methyl-2,3′-bipyridin-5-yl)methyl]-4-oxo-1,4-dihydropyrido[2,3-c]pyridazine-3-carboxylate (139 mg, 0.346 mmol) was suspended in dioxane (6 mL) and toluene (3 mL), placed into a preheated oil bath at 100° C. and treated with Lawesson's Reagent (84.0 mg, 0.208 mmol, 0.6 equiv) portionwise over 5 minutes. After stirring for 30 minutes, the mixture was cooled to ambient temperature and concentrated in vacuo. The residue was purified by silica gel gradient chromatography (100:0 to 0:100; ... Conditions: time 3 hour. RXN SMILES: [CH2:1]([N:8]1[CH:12]([C:13]2[CH:18]=[CH:17][CH:16]=[C:15]([O:19][CH3:20])[CH:14]=2)[CH:11]([CH2:21][OH:22])[CH2:10][C:9]1=[O:23])[C:2]1[CH:7]=[CH:6][CH:5]=[CH:4][CH:3]=1.[K].[C:25]1([CH3:35])[CH:30]=[CH:29][C:28]([S:31](Cl)(=[O:33])=[O:32])=[CH:27][CH:26]=1.C(Cl)(Cl)Cl>Cl>[CH2:1]([N:8]1[CH:12]([C:13]2[CH:18]=[CH:17][CH:16]=[C:15]([O:19][CH3:20])[CH:14]=2)[CH:11]([CH2:21][O:22][S:31]([C:28]2[CH:29]=[CH:30][C:25]([CH3:35])=[CH:26][CH:27]=2)(=[O:33])=[O:32])[CH2:10][C:9]1=[O:23])[C:2]1[CH:7]=[CH:6][CH:5]=[CH:4][CH:3]=1 |^1:23|. The solvent is Cl (hydrochloric acid). The product is C(C1=CC=CC=C1)N1C(CC(C1C1=CC(=CC=C1)OC)COS(=O)(=O)C1=CC=C(C=C1)C)=O (1-Benzyl-4-(p-toluenesulfonyloxymethyl)-5-(3-methoxyphenyl)pyrrolidin-2-one). Reactants: C(C1=CC=CC=C1)N1C(CC(C1C1=CC(=CC=C1)OC)CO)=O (1-benzyl-4-hydroxymethyl-5-(3methoxyphenyl)pyrrolidin-2-one), desired products, C(Cl)(Cl)Cl (CHCl3), [K] (potassium), C1(=CC=C(C=C1)S(=O)(=O)Cl)C (p-toluenesulfonyl chloride). Reported procedure: To 21.4 gm. of 1-benzyl-4-hydroxymethyl-5-(3methoxyphenyl)pyrrolidin-2-one in 40 ml. of potassium dried pyridine was slowly added at -4° to -7°, 14.4 gm of p-toluenesulfonyl chloride. The reaction mixture was stirred for 3 hours at 15° and then diluted with 180 ml of 10% hydrochloric acid. The gum was extracted with chloroform, dried (Na2SO4), filtered and concentrated in vacuo to provide 24.6 gm. of the desired products as an oil. ir (CHCl3): 1165-1195 cm-1 ; 1335-1375 cm-1 The reactants are BrC=1C=C2CCC(NC2=NC1)=O (6-bromo-3,4-dihydro-1H-1,8-naphthyridin-2-one), C(C1=CC=CC=C1)N1C=C(C2=CC=CC=C12)CN(C(C=C)=O)C (N-(1-benzyl-1H-indol-3-ylmethyl)-N-methyl-acrylamide), C1(=C(C=CC=C1)P(C1=C(C=CC=C1)C)C1=C(C=CC=C1)C)C (tri-ortho-tolylphosphine), C(C)(C)N(CC)C(C)C (diisopropylethylamine). Reagents/catalysts: CC(=O)[O-].CC(=O)[O-].[Pd+2] (Pd(OAc)2). Run in C(CC)#N (propionitrile). The product is C(C1=CC=CC=C1)N1C=C(C2=CC=CC=C12)CN(C(\C=C\C=1C=NC=2NC(CCC2C1)=O)=O)C ((E)-N-(1-benzyl-1H-indol-3-ylmethyl)-N-methyl-3-(7-oxo-5,6,7,8-tetrahydro-1,8-naphthyridin-3-yl)acrylamide). The yield is 33.8%. RXN SMILES: Br[C:2]1[CH:3]=[C:4]2[C:9](=[N:10][CH:11]=1)[NH:8][C:7](=[O:12])[CH2:6][CH2:5]2.[CH2:13]([N:20]1[C:28]2[C:23](=[CH:24][CH:25]=[CH:26][CH:27]=2)[C:22]([CH2:29][N:30]([CH3:35])[C:31](=[O:34])[CH:32]=[CH2:33])=[CH:21]1)[C:14]1[CH:19]=[CH:18][CH:17]=[CH:16][CH:15]=1.C1(C)C=CC=CC=1P(C1C=CC=CC=1C)C1C=CC=CC=1C.C(N(C(C)C)CC)(C)C>C(#N)CC.CC([O-])=O.CC([O-])=O.[Pd+2]>[CH2:13]([N:20]1[C:28]2[C:23](=[CH:24][CH:25]=[CH:26][CH:27]=2)[C:22]([CH2:29][N:30]([CH3:35])[C:31](=[O:34])/[CH:32]=[CH:33]/[C:2]2[CH:11]=[N:10][C:9]3[NH:8][C:7](=[O:12])[CH2:6][CH2:5][C:4]=3[CH:3]=2)=[CH:21]1)[C:14]1[CH:15]=[CH:16][CH:17]=[CH:18][CH:19]=1 |f:5.6.7|. Procedure details: A solution of 6-bromo-3,4-dihydro-1H-1,8-naphthyridin-2-one (1.05 g, 4.60 mmole), N-(1-benzyl-1H-indol-3-ylmethyl)-N-methyl-acrylamide (1.40 g, 4.60 mmole), Pd(OAc)2 (0.10 g, 0.46 mmole), tri-ortho-tolylphosphine (0.28 g, 0.92 mmole) and diisopropylethylamine (1.20 mL 6.90 mmole) in propionitrile (75 mL) was deoxygenated, then was and heated to reflux under a N2 overnight. The dark mixture was filtered through a pad of Celite®, and the filter pad was rinsed with acetonitrile (300 mL). The filtra...